This data is from the Open Reaction Database (ORD), a public repository of structured organic reaction records. The task is: describe an organic reaction: reactants, conditions, products, and yield Starting materials: CC1CCCN1, CN1CCCC1=O, Cc1nc(C#Cc2cnc(Cl)nc2)cs1. The product is Cc1nc(C#Cc2cnc(N3CCCC3C)nc2)cs1. RXN SMILES: [CH3:16][CH:17]1[NH:18][CH2:19][CH2:20][CH2:21]1.[CH3:22][N:23]1[CH2:24][CH2:25][CH2:26][C:27]1=[O:28].[Cl:1][c:2]1[n:3][cH:4][c:5]([C:8]#[C:9][c:10]2[n:11][c:12]([CH3:15])[s:13][cH:14]2)[cH:6][n:7]1>>[c:2]1([N:18]2[CH:17]([CH3:16])[CH2:21][CH2:20][CH2:19]2)[n:3][cH:4][c:5]([C:8]#[C:9][c:10]2[n:11][c:12]([CH3:15])[s:13][cH:14]2)[cH:6][n:7]1.